This data is from the Open Reaction Database (ORD), a public repository of structured organic reaction records. The task is: describe an organic reaction: reactants, conditions, products, and yield Reactants: CCN1CCC(O)C1C(=O)O, CC1CCNC1C(=O)O, Cl. The product is CC1CCNC1CO, Cl. As a reaction SMILES: [CH2:11]([N:12]1[CH2:13][CH2:14][CH:15]([OH:16])[CH:17]1[C:18]([OH:19])=[O:20])[CH3:21].[CH3:1][CH:2]1[CH:3]([C:7](=[O:8])[OH:9])[NH:4][CH2:5][CH2:6]1.[ClH:10]>>[CH3:1][CH:2]1[CH:3]([CH2:7][OH:8])[NH:4][CH2:5][CH2:6]1.[ClH:10]. RXN SMILES: [CH3:12][N:13]=[C:14]=[O:15].[NH2:1][c:2]1[n:3][o:4][c:5]([C:7]([C:8]#[CH:9])([CH3:10])[CH3:11])[cH:6]1.[O:16]1[CH2:17][CH2:18][CH2:19][CH2:20]1>>[NH:1]([c:2]1[n:3][o:4][c:5]([C:7]([C:8]#[CH:9])([CH3:10])[CH3:11])[cH:6]1)[C:14]([NH:13][CH3:12])=[O:15]. The product is C#CC(C)(C)c1cc(NC(=O)NC)no1. Starting materials: CN=C=O, C#CC(C)(C)c1cc(N)no1, C1CCOC1. Reactants: C(C)OC(=O)C1(C(C1)C=C)NC(=O)C1N(CC(C1)OC1=CC(=NC2=CC(=CC=C12)OC)C1=CC=CC=C1)C(NC(CCCCCC=C)C(=O)OC)=O (1-{[1-(1-Methoxycarbonyl-oct-7-enylcarbamoyl)-4-(7-methoxy-2-phenyl-quinolin-4-yloxy)-pyrrolidine-2-carbonyl]-amino}-2-vinyl-cyclopropanecarboxylic acid ethyl ester). Run in ClCCl (dichloromethane). Product: COC(=O)C1CCCCCC=CC2CC2(NC(C2CC(CN2C(N1)=O)OC1=CC(=NC2=CC(=CC=C12)OC)C1=CC=CC=C1)=O)C(=O)OCC (19-(7-Methoxy-2-phenyl-quinolin-4-yloxy)-2,16-dioxo-3,15,17-triaza-tricyclo[15.3.0.0*4,6*]icos-7-ene-4,14-dicarboxylic acid 4-ethyl ester 14 methyl ester). Isolated yield 73.5%. Reaction SMILES: [CH2:1]([O:3][C:4]([C:6]1([NH:11][C:12]([CH:14]2[CH2:18][CH:17]([O:19][C:20]3[C:29]4[C:24](=[CH:25][C:26]([O:30][CH3:31])=[CH:27][CH:28]=4)[N:23]=[C:22]([C:32]4[CH:37]=[CH:36][CH:35]=[CH:34][CH:33]=4)[CH:21]=3)[CH2:16][N:15]2[C:38](=[O:52])[NH:39][CH:40]([C:48]([O:50][CH3:51])=[O:49])[CH2:41][CH2:42][CH2:43][CH2:44][CH2:45]C=C)=[O:13])[CH2:8][CH:7]1[CH:9]=[CH2:10])=[O:5])[CH3:2]>ClCCl>[CH3:51][O:50][C:48]([CH:40]1[NH:39][C:38](=[O:52])[N:15]2[CH:14]([CH2:18][CH:17]([O:19][C:20]3[C:29]4[C:24](=[CH:25][C:26]([O:30][CH3:31])=[CH:27][CH:28]=4)[N:23]=[C:22]([C:32]4[CH:37]=[CH:36][CH:35]=[CH:34][CH:33]=4)[CH:21]=3)[CH2:16]2)[C:12](=[O:13])[NH:11][C:6]2([C:4]([O:3][CH2:1][CH3:2])=[O:5])[CH:7]([CH2:8]2)[CH:9]=[CH:10][CH2:45][CH2:44][CH2:43][CH2:42][CH2:41]1)=[O:49]. Procedure details: Compound 127 (170 mg, 0.2385 mmol) was dissolved in dichloromethane (40 ml) and degassed by bubbling nitrogen for 20 min. Hoveyda-Grubbs catalyst II generation (10 mg, 0.016 mmol, 6.7 mol %) was then added and the mixture was refluxed under nitrogen atmosphere overnight. The solvent was then evaporated, catalyst and salts were removed by flash chromatography (5% methanol in chloroform) and the crude product (120 mg, 73% yield, 85-90% purity) was used in next step MS (M+H+) 685 Starting materials: C(C)(=O)OC[C@H](NC(C(F)(F)F)=O)C1=NC=C2SC=CN21 (5-[(R)-2- acetoxy-1-(trifluoroacetylamino)ethyl]imidazo[5,1-b]thiazole), [OH-].[Na+] (sodium hydroxide), C([O-])([O-])=O.[K+].[K+] (potassium carbonate), N[C@@H](CO)C1=NC=C2SC=CN21 (5-[(R)-1-amino-2-hydroxyethyl]imidazo[5,1-b]-thiazole), C(C)(=O)OC(C)=O (acetic anhydride). Solvent: CO (methanol), C(Cl)Cl (methylene chloride), CO (methanol), O (water), O (water), C(=O)O (formic acid). Conditions: time 14 hour. The product is C(=O)N[C@@H](CO)C1=NC=C2SC=CN21 (5-((R)-1-formylamino-2-hydroxyethyl)imidazo[5,1-b]thiazole). The yield is 98.1%. RXN SMILES: C([O:4][CH2:5][C@@H:6]([C:14]1[N:21]2[C:17]([S:18][CH:19]=[CH:20]2)=[CH:16][N:15]=1)[NH:7][C:8](=[O:13])C(F)(F)F)(=O)C.[OH-].[Na+].N[C@H](C1N2C(SC=C2)=CN=1)CO.C(OC(=O)C)(=O)C.C(=O)([O-])[O-].[K+].[K+]>CO.O.C(O)=O.C(Cl)Cl>[CH:8]([NH:7][C@H:6]([C:14]1[N:21]2[C:17]([S:18][CH:19]=[CH:20]2)=[CH:16][N:15]=1)[CH2:5][OH:4])=[O:13] |f:1.2,5.6.7|. Reported procedure: To a solution of 0.310 g of the above-obtained 5-[(R)-2- acetoxy-1-(trifluoroacetylamino)ethyl]imidazo[5,1-b]thiazole in 10 ml of methanol was added a solution of 0.160 g of sodium hydroxide in 5 ml of water, and the mixture was stirred at room temperature for 14 hours. The reaction solution was concentrated to dryness under reduced pressure to give a solid containing 5-[(R)-1-amino-2-hydroxyethyl]imidazo[5,1-b]-thiazole. To this was added 50 ml of methylene chloride, and the mixture was thoroug...